This data is from the Open Reaction Database (ORD), a public repository of structured organic reaction records. The task is: describe an organic reaction: reactants, conditions, products, and yield Reported procedure: 7-Chloro-6-fluoro-1,4-dihydro-4-oxo-1-propylamino-3-quinolinecarboxylic acid [VI; lower-alkyl=(CH2)2CH3 ] was prepared from 10.5 g of ethyl 7-chloro-6-fluoro-5-[(formyl)propylamino]-1,4-dihydro-4-oxo-3-quinolinecarboxylate (Preparation 3C) and 4.4 g of 85% potassium hydroxide in ethanol solution according to the procedure described above in Preparation 4B. There was obtained 5.7 g of product in the form of its potassium salt hemihydrate, m.p. 267° C. (decompn.). Reaction SMILES: [Cl:1][C:2]1[CH:11]=[C:10]2[C:5]([C:6](=[O:17])[C:7]([C:12]([O:14]CC)=[O:13])=[CH:8][NH:9]2)=[C:4](NCCCC=O)[C:3]=1[F:24].[OH-].[K+].[K]>C(O)C>[Cl:1][C:2]1[CH:11]=[C:10]2[C:5]([C:6](=[O:17])[C:7]([C:12]([OH:14])=[O:13])=[CH:8][N:9]2[NH:9][CH2:8][CH2:7][CH3:6])=[CH:4][C:3]=1[F:24] |f:1.2,^1:26|. Reactants: 4B, [K] (potassium), ClC1=C(C(=C2C(C(=CNC2=C1)C(=O)OCC)=O)NCCCC=O)F (ethyl 7-chloro-6-fluoro-5-[(formyl)propylamino]-1,4-dihydro-4-oxo-3-quinolinecarboxylate), [OH-].[K+] (potassium hydroxide). The solvent is C(C)O (ethanol). Product: ClC1=C(C=C2C(C(=CN(C2=C1)NCCC)C(=O)O)=O)F (7-Chloro-6-fluoro-1,4-dihydro-4-oxo-1-propylamino-3-quinolinecarboxylic acid), product.